Dataset: the Open Reaction Database (ORD), a public repository of structured organic reaction records. Task: describe an organic reaction: reactants, conditions, products, and yield Starting materials: C(C)(=O)C(CCCC1=CC=C(C(=O)OCC)C=C1)(CCCC(COCCC)OC(C)=O)C(=O)OC(C)(C)C (Ethyl 4-(4-Acetyl-4-t-butoxycarbonyl-8-acetoxy-9-propoxynonyl)benzoate), C(C)(=O)C(CCCC1=CC=C(C(=O)OCC)C=C1)CCCC(CCCCC)OC(C)=O (ethyl 4-(4-acetyl-8-acetoxytridecyl)benzoate). Yields the product C(C)(=O)C(CCCC1=CC=C(C(=O)OCC)C=C1)CCCC(COCCC)OC(C)=O (Ethyl 4-(4-Acetyl-8-acetoxy-9-propoxynonyl)benzoate). Reaction SMILES: [C:1]([C:4](C(OC(C)(C)C)=O)([CH2:19][CH2:20][CH2:21][CH:22]([O:28][C:29](=[O:31])[CH3:30])[CH2:23][O:24][CH2:25][CH2:26][CH3:27])[CH2:5][CH2:6][CH2:7][C:8]1[CH:18]=[CH:17][C:11]([C:12]([O:14][CH2:15][CH3:16])=[O:13])=[CH:10][CH:9]=1)(=[O:3])[CH3:2].C(C(CCCC(OC(=O)C)CCCCC)CCCC1C=CC(C(OCC)=O)=CC=1)(=O)C>>[C:1]([CH:4]([CH2:19][CH2:20][CH2:21][CH:22]([O:28][C:29](=[O:31])[CH3:30])[CH2:23][O:24][CH2:25][CH2:26][CH3:27])[CH2:5][CH2:6][CH2:7][C:8]1[CH:18]=[CH:17][C:11]([C:12]([O:14][CH2:15][CH3:16])=[O:13])=[CH:10][CH:9]=1)(=[O:3])[CH3:2]. Procedure: This compound is prepared by the method described in Example 1, Step E, except that the product of Step B of the present example replaces ethyl 4-(4-acetyl-8-acetoxytridecyl)benzoate. The title compound is purified by column chromatography on silica gel and is obtained as a yellowish, viscous oil. Starting materials: NC=1C=NC2=CC=CC=C2C1NC (3-amino-4-methylaminoquinoline), C(=O)O (formic acid). The product is CN1C=NC=2C=NC=3C=CC=CC3C21 (1-Methyl-1H-imidazo[4,5-c]quinoline). Isolated yield 77.0%. As a reaction SMILES: [NH2:1][C:2]1[CH:3]=[N:4][C:5]2[C:10]([C:11]=1[NH:12][CH3:13])=[CH:9][CH:8]=[CH:7][CH:6]=2.[CH:14](O)=O>>[CH3:13][N:12]1[C:11]2[C:10]3[CH:9]=[CH:8][CH:7]=[CH:6][C:5]=3[N:4]=[CH:3][C:2]=2[N:1]=[CH:14]1. Reported procedure: A solution of 2.92 g of 3-amino-4-methylaminoquinoline (V-2) in 20 ml of formic acid was refluxed for 1.5 hours. The reaction mixture was concentrated under reduced pressure and the residue was partitioned between chloroform and saturated aqueous sodium hydrogen-carbonate. The organic layer was washed with brine and dried. The chloroform was removed and the residue was crystallized from n-hexane to give 2.39 g (yield: 77%) of the titled compound (II-2). This was recrystallized from ethyl acetate... Reactants: NC1=NC(=C(C(=N1)C=1OC=CC1)C#N)S(=O)(=O)C (2-amino-4-furan-2-yl-6-methanesulfonyl-pyrimidine-5-carbonitrile), C1(=CC=CC=C1)CCCO (3-phenyl-1-propanol), C1CCC2=NCCCN2CC1 (DBU). The solvent is COCCOC (DME). Product: NC1=NC(=C(C(=N1)C=1OC=CC1)C#N)OCCCC1=CC=CC=C1 (2-Amino-4-furan-2-yl-6-(3-phenyl-propoxy)-pyrimidine-5-carbonitrile). As a reaction SMILES: [NH2:1][C:2]1[N:7]=[C:6]([C:8]2[O:9][CH:10]=[CH:11][CH:12]=2)[C:5]([C:13]#[N:14])=[C:4](S(C)(=O)=O)[N:3]=1.[C:19]1([CH2:25][CH2:26][CH2:27][OH:28])[CH:24]=[CH:23][CH:22]=[CH:21][CH:20]=1.C1CCN2C(=NCCC2)CC1>COCCOC>[NH2:1][C:2]1[N:7]=[C:6]([C:8]2[O:9][CH:10]=[CH:11][CH:12]=2)[C:5]([C:13]#[N:14])=[C:4]([O:28][CH2:27][CH2:26][CH2:25][C:19]2[CH:24]=[CH:23][CH:22]=[CH:21][CH:20]=2)[N:3]=1. Procedure details: From 2-amino-4-furan-2-yl-6-methanesulfonyl-pyrimidine-5-carbonitrile, 3-phenyl-1-propanol and DBU in DME. ES-MS m/e (%): 359 (M+K+, 20), 343 (M+Na+, 21), 321 (M+H+, 100). Reactants: NC1=C(C(=NN1)NC=1C=NC=CC1)C(=O)N (5-amino-3-(pyridin-3-ylamino)-1H-pyrazole-4-carboxamide), FC1=C(C=C(C=O)C=C1)OC (4-Fluoro-3-methoxybenzaldehyde). The reagents and catalysts are N1CCCCC1 (piperidine). Solvent: CCO (EtOH). Yields the product FC1=C(C=C(C=NC2=C(C(=NN2)NC=2C=NC=CC2)C(=O)N)C=C1)OC (5-((4-fluoro-3-methoxybenzylidene)amino)-3-(pyridin-3-ylamino)-1H-pyrazole-4-carboxamide). Reaction SMILES: [NH2:1][C:2]1[NH:6][N:5]=[C:4]([NH:7][C:8]2[CH:9]=[N:10][CH:11]=[CH:12][CH:13]=2)[C:3]=1[C:14]([NH2:16])=[O:15].[F:17][C:18]1[CH:25]=[CH:24][C:21]([CH:22]=O)=[CH:20][C:19]=1[O:26][CH3:27]>CCO.N1CCCCC1>[F:17][C:18]1[CH:25]=[CH:24][C:21]([CH:22]=[N:1][C:2]2[NH:6][N:5]=[C:4]([NH:7][C:8]3[CH:9]=[N:10][CH:11]=[CH:12][CH:13]=3)[C:3]=2[C:14]([NH2:16])=[O:15])=[CH:20][C:19]=1[O:26][CH3:27]. Procedure: 5-amino-3-(pyridin-3-ylamino)-1H-pyrazole-4-carboxamide (100 mg) was suspended in EtOH (3 mL) and 4-Fluoro-3-methoxybenzaldehyde (1 eq.) and piperidine (1 drop) were added. Stirred at reflux until intermediate was absent (HPLC). After reaction was complete (18 hrs) it was brought to room temperature and filtered to obtain 5-((4-fluoro-3-methoxybenzylidene)amino)-3-(pyridin-3-ylamino)-1H-pyrazole-4-carboxamide as a yellow powder. Powder was washed with EtOH. Product was allowed to dry under vacuu... Conditions: temperature 50 celsius. Solvent: O (water). The reactants are Cl (hydrochloric acid), C(C)O (ethanol), BrC=1C(=C(C(=C(C1)[N+](=O)[O-])F)C)F (3-bromo-2,6-difluoro-5-nitrotoluene). The reagents and catalysts are [Fe] (iron). Reaction SMILES: Cl.C(O)C.[Br:5][C:6]1[C:7]([F:17])=[C:8]([CH3:16])[C:9]([F:15])=[C:10]([N+:12]([O-])=O)[CH:11]=1>O.[Fe]>[Br:5][C:6]1[C:7]([F:17])=[C:8]([CH3:16])[C:9]([F:15])=[C:10]([CH:11]=1)[NH2:12]. Isolated yield 52.9%. The product is BrC=1C(=C(C(=C(N)C1)F)C)F (5-Bromo-2,4-difluoro-3-methylaniline). Procedure: To a suspension of iron powder (26.6 g, 100 mesh) in water (60 ml), with vigorous stirring at 50° C., was slowly added concentrated hydrochloric acid (4 ml). After hot ethanol (120 ml) was mixed, 3-bromo-2,6-difluoro-5-nitrotoluene (40 g) was added dropwise to the suspension at 75° to 78° C. during 30 minutes. The reacting mixture was refluxed for 1 hour, insoluble materials were filtered off through Celite pad, and then the materials were washed with hot ethanol. To the filtrate and washings we... Reactants: OC1(OC2(CCN(CC2)C)C2=CC=CC=C12)C1=CC=CC=C1 (1,3-dihydro-3-hydroxy-1'-methyl-3-phenylspiro[isobenzofuran-1,4'-piperidine]), O1CCCC1 (tetrahydrofuran), O1CCCC1 (tetrahydrofuran), [H-].[Al+3].[Li+].[H-].[H-].[H-] (lithium aluminum hydride). Run in O (water). Conditions: time 1 hour. Yields the product OC1(CCN(CC1)C)C1=C(C=CC=C1)C(C1=CC=CC=C1)O (4-hydroxy-4-(α-hydroxy-α-phenyl-2-tolyl)-1-methylpiperidine). As a reaction SMILES: [OH:1][C:2]1([C:17]2[CH:22]=[CH:21][CH:20]=[CH:19][CH:18]=2)[C:16]2[C:11](=[CH:12][CH:13]=[CH:14][CH:15]=2)[C:4]2([CH2:9][CH2:8][N:7]([CH3:10])[CH2:6][CH2:5]2)[O:3]1.O1CCCC1.[H-].[Al+3].[Li+].[H-].[H-].[H-]>O>[OH:3][C:4]1([C:11]2[CH:12]=[CH:13][CH:14]=[CH:15][C:16]=2[CH:2]([OH:1])[C:17]2[CH:22]=[CH:21][CH:20]=[CH:19][CH:18]=2)[CH2:9][CH2:8][N:7]([CH3:10])[CH2:6][CH2:5]1 |f:2.3.4.5.6.7|. Reported procedure: A solution of 8.5 g. of 1,3-dihydro-3-hydroxy-1'-methyl-3-phenylspiro[isobenzofuran-1,4'-piperidine], Example 1, in 150 ml. of tetrahydrofuran is added dropwise in 30 minutes to a stirred suspension of 2.0 g. of lithium aluminum hydride in 150 ml. of anhydrous tetrahydrofuran. The mixture is stirred at room temperature for 30 minutes and at 50° for 1 hour, cooled, diluted cautiously with water, and extracted with chloroform. The chloroform solution is dried over potassium carbonate and concentra... Reactants: ClC1=NC=C(C(=N1)NC(=S)NC(OCC)=O)OC (Ethyl [(2-chloro-5-methoxypyrimidin-4-yl)amino]-carbonothioylcarbamate), Cl.NO (Hydroxylamine hydrochloride), C([O-])(O)=O.[Na+] (sodium bicarbonate). Reagents/catalysts: C([O-])([O-])=O.[Na+].[Na+] (sodium carbonate). Solvent: O (water), C(C)(C)(C)O (t-butanol). Reaction conditions: time 5 minute. The product is ClC1=NC=C(C=2N1N=C(N2)N)OC (5-chloro-8-methoxy[1,2,4]triazolo[1,5-c]pyrimidin-2-amine), solid. The yield is 83.0%. As a reaction SMILES: Cl.[NH2:2]O.C(=O)(O)[O-].[Na+].[Cl:9][C:10]1[N:15]=[C:14]([NH:16][C:17]([NH:19]C(=O)OCC)=S)[C:13]([O:25][CH3:26])=[CH:12][N:11]=1>O.C(O)(C)(C)C.C(=O)([O-])[O-].[Na+].[Na+]>[Cl:9][C:10]1[N:15]2[N:19]=[C:17]([NH2:2])[N:16]=[C:14]2[C:13]([O:25][CH3:26])=[CH:12][N:11]=1 |f:0.1,2.3,7.8.9|. Procedure details: Hydroxylamine hydrochloride (280 mg, 4 eq), and sodium bicarbonate (210 mg, 2.5 eq) were combined in water (5 mL) and stirred for 5 minutes. Ethyl [(2-chloro-5-methoxy-pyrimidin-4-yl)amino]carbonothioylcarbamate (2) (290 mg, 1.0 mmol), suspended in t-butanol (15 mL) was added at room temperature. The reaction was stirred at room temperature for 5 hours, and then treated with 10 drops of saturated aqueous sodium carbonate solution. The reaction slurry was then filtered, and the product solids was...